Dataset: the Open Reaction Database (ORD), a public repository of structured organic reaction records. Task: describe an organic reaction: reactants, conditions, products, and yield Procedure details: A mixture of 100 g of N-n-butyl-3,4-dichloroaniline (described in West German Pat. No. 1,902,419), 250 ml of isopropyl ether, 10 ml of triethylamine and 60 g of methyl isocyanate was stirred for 18 hours at room temperature and the solvent was distilled off under reduced pressure. The residue was added to petroleum ether (b.p.=65°-75° C.) and after cooling, the precipitate formed was recovered by vacuum filtration to obtain 59 g of N-methyl-N'-n-butyl-N'-(3,4-dichlorophenyl)-urea melting at 58° ... Starting materials: C(CCC)NC1=CC(=C(C=C1)Cl)Cl (N-n-butyl-3,4-dichloroaniline), C(C)(C)OC(C)C (isopropyl ether), CN=C=O (methyl isocyanate). Yield: 46.8%. Yields the product CNC(=O)N(C1=CC(=C(C=C1)Cl)Cl)CCCC (N-methyl-N'-n-butyl-N'-(3,4-dichlorophenyl)-urea). Reaction SMILES: [CH2:1]([NH:5][C:6]1[CH:11]=[CH:10][C:9]([Cl:12])=[C:8]([Cl:13])[CH:7]=1)[CH2:2][CH2:3][CH3:4].C(OC(C)C)(C)C.[CH3:21][N:22]=[C:23]=[O:24]>C(N(CC)CC)C>[CH3:21][NH:22][C:23]([N:5]([CH2:1][CH2:2][CH2:3][CH3:4])[C:6]1[CH:11]=[CH:10][C:9]([Cl:12])=[C:8]([Cl:13])[CH:7]=1)=[O:24]. The solvent is C(C)N(CC)CC (triethylamine). Reported procedure: Alternatively, when 2-[(5-dimethylaminomethyl-2-furyl)methylthio]ethylamine is reacted with 1-cyano-2,2-bis(methoxy)ethylene and the resultant 1-cyano-2-methoxy-2-{2-[(5-dimethylaminomethyl-2-furyl)methylthio]ethylamino}ethylene is reacted with propargylamine according to the general procedure of Example 1, the title product is produced. The product is C(#N)C=C(NCCSCC=1OC(=CC1)CN(C)C)NCC#C (1-Cyano-2-(2-propynylamino)-2-{2-[(5-dimethylaminomethyl-2-furyl)methylthio]ethylamino}ethylene). RXN SMILES: C[N:2]([CH2:4][C:5]1OC(CSCCN)=C[CH:6]=1)C.C(C=C(OC)OC)#N.[C:23]([CH:25]=[C:26](OC)[NH:27][CH2:28][CH2:29][S:30][CH2:31][C:32]1[O:33][C:34]([CH2:37][N:38]([CH3:40])[CH3:39])=[CH:35][CH:36]=1)#[N:24].C(N)C#C>>[C:23]([CH:25]=[C:26]([NH:2][CH2:4][C:5]#[CH:6])[NH:27][CH2:28][CH2:29][S:30][CH2:31][C:32]1[O:33][C:34]([CH2:37][N:38]([CH3:40])[CH3:39])=[CH:35][CH:36]=1)#[N:24]. The reactants are CN(C)CC1=CC=C(O1)CSCCN (2-[(5-dimethylaminomethyl-2-furyl)methylthio]ethylamine), C(#N)C=C(OC)OC (1-cyano-2,2-bis(methoxy)ethylene), C(#N)C=C(NCCSCC=1OC(=CC1)CN(C)C)OC (1-cyano-2-methoxy-2-{2-[(5-dimethylaminomethyl-2-furyl)methylthio]ethylamino}ethylene), C(C#C)N (propargylamine). The reactants are C(O)([O-])=O.[Na+] (sodium hydrogen carbonate), C1(=CC=C(C=C1)S(=O)(=O)Cl)C (para-Toluene sulfonyl chloride), BrC=1C=CC(=NC1)C(=O)O (5-bromo-2-carboxypyridine), N1=CC=CC=C1 (pyridine). Run in C(C)(C)(C)O (tert-butanol), C(C)OCC (Diethyl ether). Reaction conditions: temperature 40 celsius, time 2 hour. Product: C(C)(C)(C)OC(=O)C1=NC=C(C=C1)Br (5-Bromo-pyridine-2-carboxylic acid tert-butyl ester). Isolated yield 73.0%. Reaction SMILES: [C:1]1([CH3:11])[CH:6]=CC(S(Cl)(=O)=O)=C[CH:2]=1.[Br:12][C:13]1[CH:14]=[CH:15][C:16]([C:19]([OH:21])=[O:20])=[N:17][CH:18]=1.N1C=CC=CC=1.C(=O)([O-])O.[Na+]>C(O)(C)(C)C.C(OCC)C>[C:1]([O:20][C:19]([C:16]1[CH:15]=[CH:14][C:13]([Br:12])=[CH:18][N:17]=1)=[O:21])([CH3:11])([CH3:6])[CH3:2] |f:3.4|. Reported procedure: para-Toluene sulfonyl chloride (262 mg, 1.38 mmol) was added to a solution of 5-bromo-2-carboxypyridine (118 mg, 0.58 mmol) and pyridine (0.3 mL, 0.39 mmol) in tert-butanol (1 mL) and the mixture was stirred at 40° C. for 10 minutes and room temperature for 2 hours. Saturated sodium hydrogen carbonate solution (4 mL) was then added and the mixture was stirred for 5 minutes. Diethyl ether was next added and the bi-phasic mixture was stirred for a further 10 minutes. The organic layer was then sep... Starting materials: O[C@@H]1[C@H](COCC1)N1C(C=2C=C(C3=C(C2C1)C=CC=C3)CC=3C=NC(=CC3)OC)=O (2-[(3S,4S)-4-hydroxytetrahydro-2H-pyran-3-yl]-5-[(6-methoxypyridin-3-yl)methyl]-1,2-dihydro-3H-benzo[e]isoindol-3-one), N[C@H]1COCC[C@@H]1O ((3S,4S)-3-aminotetrahydro-2H-pyran-4-ol). Yields the product COC1=CC=C(C=N1)CC=1C2=C(C=3CN(C(C3C1)=O)[C@H]1CCOC[C@@H]1O)C=CC=C2 (1,5-Anhydro-2,3-dideoxy-3-{5-[(6-methoxypyridin-3-yl)methyl]-3-oxo-1,3-dihydro-2H-benzo[e]isoindol-2-yl}-L-threo-pentitol). Reaction SMILES: [OH:1][C@H:2]1[CH2:7]CO[CH2:4][C@@H:3]1[N:8]1[CH2:16][C:15]2[C:14]3[CH:17]=[CH:18][CH:19]=[CH:20][C:13]=3[C:12]([CH2:21][C:22]3[CH:23]=[N:24][C:25]([O:28][CH3:29])=[CH:26][CH:27]=3)=[CH:11][C:10]=2[C:9]1=[O:30].N[C@@H]1[C@@H](O)CC[O:34][CH2:33]1>>[CH3:29][O:28][C:25]1[N:24]=[CH:23][C:22]([CH2:21][C:12]2[C:13]3[CH:20]=[CH:19][CH:18]=[CH:17][C:14]=3[C:15]3[CH2:16][N:8]([C@@H:3]4[C@@H:2]([OH:1])[CH2:7][O:34][CH2:33][CH2:4]4)[C:9](=[O:30])[C:10]=3[CH:11]=2)=[CH:27][CH:26]=1. Procedure details: 1,5-Anhydro-2,3-dideoxy-3-{5-[(6-methoxypyridin-3-yl)methyl]-3-oxo-1,3-dihydro-2H-benzo[e]isoindol-2-yl}-L-threo-pentitol was prepared employing the procedures described for the construction of 2-[(3S,4S)-4-hydroxytetrahydro-2H-pyran-3-yl]-5-[(6-methoxypyridin-3-yl)methyl]-1,2-dihydro-3H-benzo[e]isoindol-3-one in Example 11, substituting (3R,4S)-4-aminotetrahydro-2H-pyran-3-ol for (3S,4S)-3-aminotetrahydro-2H-pyran-4-ol.